From a dataset of the Open Reaction Database (ORD), a public repository of structured organic reaction records. describe an organic reaction: reactants, conditions, products, and yield Reactants: [Li]C(C)(C)C, CCCCC, C[Si](C)(C)CCOCOc1cccnc1, CN(C)C=O, [Cl-], [NH4+], C1CCOC1. Product: C[Si](C)(C)CCOCOc1cnccc1C=O. RXN SMILES: [C:21]([Li:22])([CH3:23])([CH3:24])[CH3:25].[CH3:16][CH2:17][CH2:18][CH2:19][CH3:20].[CH3:1][Si:2]([CH2:3][CH2:4][O:5][CH2:6][O:7][c:8]1[cH:9][n:10][cH:11][cH:12][cH:13]1)([CH3:14])[CH3:15].[CH3:26][N:27]([CH:28]=[O:29])[CH3:30].[Cl-:31].[NH4+:32].[O:33]1[CH2:34][CH2:35][CH2:36][CH2:37]1>>[CH3:1][Si:2]([CH2:3][CH2:4][O:5][CH2:6][O:7][c:8]1[cH:9][n:10][cH:11][cH:12][c:13]1[CH:28]=[O:29])([CH3:14])[CH3:15]. The reactants are COC(C1=C(C=C(C(=C1)OC)OC)N)=O (2-amino-4,5-dimethoxy-benzoic acid methyl ester), C(C)(=O)OC(C)=O (acetic anhydride). Run in CCCCCCC (heptane). Product: crude product, COC(C1=C(C=C(C(=C1)OC)OC)NC(C)=O)=O (2-acetylamino-4,5-dimethoxy-benzoic acid methyl ester). RXN SMILES: [CH3:1][O:2][C:3](=[O:15])[C:4]1[CH:9]=[C:8]([O:10][CH3:11])[C:7]([O:12][CH3:13])=[CH:6][C:5]=1[NH2:14].[C:16](OC(=O)C)(=[O:18])[CH3:17]>CCCCCCC>[CH3:1][O:2][C:3](=[O:15])[C:4]1[CH:9]=[C:8]([O:10][CH3:11])[C:7]([O:12][CH3:13])=[CH:6][C:5]=1[NH:14][C:16](=[O:18])[CH3:17]. Procedure details: Commercially available 2-amino-4,5-dimethoxy-benzoic acid methyl ester (3 g, 0.014 mol) and acetic anhydride (4.03 mL, 0.0426 mol) were heated in heptane at 100° C. for 3 hours. After removal of heptane in vaccuo, the crude product of 2-acetylamino-4,5-dimethoxy-benzoic acid methyl ester was obtained and used without further purification. LC/MS: m/z 254 (M+H). The reactants are O=C([O-])[O-], CN(C)C=O, CC(Oc1ccc(O)cc1)C(=O)OCCOCc1ccccc1F, FC(F)(F)c1ccc(Cl)cc1, [K+], [K+]. Product: CC(Oc1ccc(Oc2ccc(C(F)(F)F)cc2)cc1)C(=O)OCCOCc1ccccc1F. As a reaction SMILES: [C:25](=[O:26])([O-:27])[O-:28].[CH3:42][N:43]([CH3:44])[CH:45]=[O:46].[F:1][c:2]1[c:3]([CH2:4][O:5][CH2:6][CH2:7][O:8][C:9]([CH:10]([CH3:11])[O:12][c:13]2[cH:14][cH:15][c:16]([OH:19])[cH:17][cH:18]2)=[O:20])[cH:21][cH:22][cH:23][cH:24]1.[F:31][C:32]([c:33]1[cH:34][cH:35][c:36]([Cl:39])[cH:37][cH:38]1)([F:40])[F:41].[K+:29].[K+:30]>>[F:1][c:2]1[c:3]([CH2:4][O:5][CH2:6][CH2:7][O:8][C:9]([CH:10]([CH3:11])[O:12][c:13]2[cH:14][cH:15][c:16]([O:19][c:36]3[cH:35][cH:34][c:33]([C:32]([F:31])([F:40])[F:41])[cH:38][cH:37]3)[cH:17][cH:18]2)=[O:20])[cH:21][cH:22][cH:23][cH:24]1. Starting materials: [BH4-].[Na+] (Sodium borohydride), COC(=O)CC1=C(C(=NO1)C1=CC=C(C=C1)OC)C1=CC=C(C=C1)OC (5-methoxycarbonylmethyl-3,4-bis(4-methoxyphenyl)isoxazole), Cl (hydrochloric acid). Run in CO (methanol). Conditions: time 1 hour. Yields the product OCCC1=C(C(=NO1)C1=CC=C(C=C1)OC)C1=CC=C(C=C1)OC (5-(2-hydroxyethyl)-3,4-bis(4-methoxyphenyl)isoxazole). The yield is 97.7%. Reaction SMILES: [BH4-].[Na+].C[O:4][C:5]([CH2:7][C:8]1[O:12][N:11]=[C:10]([C:13]2[CH:18]=[CH:17][C:16]([O:19][CH3:20])=[CH:15][CH:14]=2)[C:9]=1[C:21]1[CH:26]=[CH:25][C:24]([O:27][CH3:28])=[CH:23][CH:22]=1)=O.Cl>CO>[OH:4][CH2:5][CH2:7][C:8]1[O:12][N:11]=[C:10]([C:13]2[CH:14]=[CH:15][C:16]([O:19][CH3:20])=[CH:17][CH:18]=2)[C:9]=1[C:21]1[CH:22]=[CH:23][C:24]([O:27][CH3:28])=[CH:25][CH:26]=1 |f:0.1|. Procedure: Sodium borohydride (5.9 g) was added to a suspension of 5 g of 5-methoxycarbonylmethyl-3,4-bis(4-methoxyphenyl)isoxazole in 20 ml of methanol, and the resulting mixture was stirred for 1 hour with ice cooling. The reaction mixture was made acidic by portionwise addition of 1N hydrochloric acid and then extracted with 80 ml of ethyl acetate. The extract was washed with 20 ml of 1N hydrochloric acid and 20 ml of water in that order, then dried over anhydrous magnesium sulfate and concentrated unde... Reactants: NC=1C(=C(C(=O)NC2=C(C=C(C=C2C(F)(F)F)C(C(F)(F)F)(C(F)(F)F)F)Br)C=CC1C#N)F (3-amino-N-(2-bromo-4-(perfluoropropan-2-yl)-6-(trifluoromethyl)phenyl)-4-cyano-2-fluorobenzamide), ClC1=NC=C(C(=O)Cl)C=C1 (6-chloronicotinoylchloride), O (water), C(C)(=O)OCC (ethyl acetate). Run in CN1CCN(C1=O)C (DMI). Run at temperature 130 celsius, time 6 hour. Yields the product BrC1=C(C(=CC(=C1)C(C(F)(F)F)(C(F)(F)F)F)C(F)(F)F)NC(=O)C=1C(=C(C(=CC1)C#N)NC(C1=CN=C(C=C1)Cl)=O)F (N-(3-(2-bromo-4-(perfluoropropan-2-yl)-6-(trifluoromethyl)phenylcarbamoyl)-6-cyano-2-fluorophenyl)-6-chloronicotinamide). Yield: 8.1%. RXN SMILES: [NH2:1][C:2]1[C:3]([F:34])=[C:4]([CH:29]=[CH:30][C:31]=1[C:32]#[N:33])[C:5]([NH:7][C:8]1[C:13]([C:14]([F:17])([F:16])[F:15])=[CH:12][C:11]([C:18]([F:27])([C:23]([F:26])([F:25])[F:24])[C:19]([F:22])([F:21])[F:20])=[CH:10][C:9]=1[Br:28])=[O:6].[Cl:35][C:36]1[CH:44]=[CH:43][C:39]([C:40](Cl)=[O:41])=[CH:38][N:37]=1.O.C(OCC)(=O)C>CN1C(=O)N(C)CC1>[Br:28][C:9]1[CH:10]=[C:11]([C:18]([F:27])([C:19]([F:20])([F:21])[F:22])[C:23]([F:24])([F:25])[F:26])[CH:12]=[C:13]([C:14]([F:16])([F:17])[F:15])[C:8]=1[NH:7][C:5]([C:4]1[C:3]([F:34])=[C:2]([NH:1][C:40](=[O:41])[C:39]2[CH:43]=[CH:44][C:36]([Cl:35])=[N:37][CH:38]=2)[C:31]([C:32]#[N:33])=[CH:30][CH:29]=1)=[O:6]. Procedure details: To a solution of 0.0500 g (0.0877 mol) of 3-amino-N-(2-bromo-4-(perfluoropropan-2-yl)-6-(trifluoromethyl)phenyl)-4-cyano-2-fluorobenzamide in 0.200 ml of DMI was added 0.0308 g (0.175 mmol) of 6-chloronicotinoylchloride, followed by stirring at 130° C. for 6 hours. To the reaction liquid were added water and ethyl acetate, and the organic layer was washed with 1 M hydrochloric acid, a saturated aqueous sodium hydrogen carbonate solution, and saturated brine, and then dried over anhydrous magnesi...